Dataset: the Open Reaction Database (ORD), a public repository of structured organic reaction records. Task: describe an organic reaction: reactants, conditions, products, and yield Starting materials: Intermediate 220, FC(C(=O)O)(F)F.C(CCC)NC1=NC(=C2N=C(N=C2N1)OC)N (N2-butyl-8-(methyloxy)-3H-purine-2,6-diamine trifluoroacetate), BrCCCCC1OCCCC1 (2-(4-bromobutyl)tetrahydro-2H-pyran). The product is C(CCC)NC1=NC(=C2N=C(N(C2=N1)CCCCC1OCCCC1)OC)N (N2-Butyl-8-(methyloxy)-9-[4-(tetrahydro-2H-pyran-2-yl)butyl]-9H-purine-2,6-diamine). As a reaction SMILES: FC(F)(F)C(O)=O.[CH2:8]([NH:12][C:13]1[NH:21][C:20]2[C:16]([N:17]=[C:18]([O:22][CH3:23])[N:19]=2)=[C:15]([NH2:24])[N:14]=1)[CH2:9][CH2:10][CH3:11].Br[CH2:26][CH2:27][CH2:28][CH2:29][CH:30]1[CH2:35][CH2:34][CH2:33][CH2:32][O:31]1>>[CH2:8]([NH:12][C:13]1[N:21]=[C:20]2[C:16]([N:17]=[C:18]([O:22][CH3:23])[N:19]2[CH2:26][CH2:27][CH2:28][CH2:29][CH:30]2[CH2:35][CH2:34][CH2:33][CH2:32][O:31]2)=[C:15]([NH2:24])[N:14]=1)[CH2:9][CH2:10][CH3:11] |f:0.1|. Procedure details: Prepared similarly to Intermediate 220 from N2-butyl-8-(methyloxy)-3H-purine-2,6-diamine trifluoroacetate and 2-(4-bromobutyl)tetrahydro-2H-pyran. The reactants are CC1(C)OC(=O)C(=CC(=O)N(Cc2ccc(F)cc2)OCC(=O)O)O1, Cl, [Li+], C1CCOC1, [OH-]. The product is O=C(O)CON(Cc1ccc(F)cc1)C(=O)C=C(O)C(=O)O. As a reaction SMILES: [CH3:1][C:2]1([CH3:25])[O:3][C:4](=[O:24])[C:5](=[CH:7][C:8](=[O:9])[N:10]([O:11][CH2:12][C:13](=[O:14])[OH:15])[CH2:16][c:17]2[cH:18][cH:19][c:20]([F:23])[cH:21][cH:22]2)[O:6]1.[ClH:28].[Li+:26].[O:29]1[CH2:30][CH2:31][CH2:32][CH2:33]1.[OH-:27]>>[O:3]=[C:4]([C:5]([OH:6])=[CH:7][C:8](=[O:9])[N:10]([O:11][CH2:12][C:13](=[O:14])[OH:15])[CH2:16][c:17]1[cH:18][cH:19][c:20]([F:23])[cH:21][cH:22]1)[OH:24].